From a dataset of the Open Reaction Database (ORD), a public repository of structured organic reaction records. describe an organic reaction: reactants, conditions, products, and yield Starting materials: CCO, [Cl-], [K+], [NH4+], [OH-], CCOC(=O)Nc1cc(-c2cccs2)c2nc[nH]c2n1. Product: Nc1cc(-c2cccs2)c2nc[nH]c2n1. RXN SMILES: [CH3:25][CH2:26][OH:27].[Cl-:23].[K+:22].[NH4+:24].[OH-:21].[s:1]1[c:2](-[c:6]2[c:7]3[c:8]([n:9][c:10]([NH:12][C:13]([O:14][CH2:15][CH3:16])=[O:17])[cH:11]2)[nH:18][cH:19][n:20]3)[cH:3][cH:4][cH:5]1>>[s:1]1[c:2](-[c:6]2[c:7]3[c:8]([n:9][c:10]([NH2:12])[cH:11]2)[nH:18][cH:19][n:20]3)[cH:3][cH:4][cH:5]1. The reactants are ClC1=CC=C2C=CC=NC2=C1N (7-chloroquinolin-8-amine), ClC1=CC=C2C=CC=NC2=C1N (7-chloroquinolin-8-amine), C1(=CC=CC=C1)S(=O)(=O)Cl (benzenesulfonyl chloride). Reagents/catalysts: CN(C)C=1C=CN=CC1 (DMAP). The solvent is CCCCC (n-pentane). Yields the product ClC1=CC=C2C=CC=NC2=C1NS(=O)(=O)C1=CC=CC=C1 (N-(7-Chloro-quinolin-8-yl)-benzenesulfonamide). The yield is 61.6%. RXN SMILES: [Cl:1][C:2]1[C:11]([NH2:12])=[C:10]2[C:5]([CH:6]=[CH:7][CH:8]=[N:9]2)=[CH:4][CH:3]=1.[C:13]1([S:19](Cl)(=[O:21])=[O:20])[CH:18]=[CH:17][CH:16]=[CH:15][CH:14]=1>CN(C1C=CN=CC=1)C.CCCCC>[Cl:1][C:2]1[C:11]([NH:12][S:19]([C:13]2[CH:18]=[CH:17][CH:16]=[CH:15][CH:14]=2)(=[O:21])=[O:20])=[C:10]2[C:5]([CH:6]=[CH:7][CH:8]=[N:9]2)=[CH:4][CH:3]=1. Procedure: In a similar fashion using route 14 general procedure 27, 7-chloroquinolin-8-amine (Intermediate 52) (100 mg, 0.56 mmol), benzenesulfonyl chloride (110 mg, 0.67 mmol) and DMAP (cat.) gave the title compound (110 mg, 56%) after trituration from n-pentane.